Dataset: the Open Reaction Database (ORD), a public repository of structured organic reaction records. Task: describe an organic reaction: reactants, conditions, products, and yield Procedure details: A solution of butyllithium (1.6 M, 1.19 mL, 1.9 mmol) was added at −78° C. to a solution of 1-phenyl-1H-indole (5a) (350 mg, 1.81 mmol) in tetrahydrofuran (10 mL) under a nitrogen atmosphere. After 45 minutes, a solution of ethyl glyoxylate in toluene (50%, 400 μL, 2 mmol) was added. The reaction mixture was slowly warmed to room temperature for 12 hours, quenched with water (2 mL) and concentrated in vacuo. The residue was partitioned between dichloromethane (30 mL) and water (10 mL). The organ... As a reaction SMILES: C([Li])CCC.[C:6]1([N:12]2[C:20]3[C:15](=[CH:16][CH:17]=[CH:18][CH:19]=3)[CH:14]=[CH:13]2)[CH:11]=[CH:10][CH:9]=[CH:8][CH:7]=1.[C:21]([O:25][CH2:26][CH3:27])(=[O:24])[CH:22]=[O:23].C1(C)C=CC=CC=1>O1CCCC1>[OH:23][CH:22]([C:13]1[N:12]([C:6]2[CH:7]=[CH:8][CH:9]=[CH:10][CH:11]=2)[C:20]2[C:15]([CH:14]=1)=[CH:16][CH:17]=[CH:18][CH:19]=2)[C:21]([O:25][CH2:26][CH3:27])=[O:24]. The yield is 19.0%. Product: OC(C(=O)OCC)C=1N(C2=CC=CC=C2C1)C1=CC=CC=C1 (ethyl 2-hydroxy-2-(1-phenyl-1H-indol-2-yl)acetate). Conditions: time 45 minute. The solvent is O1CCCC1 (tetrahydrofuran). Starting materials: C(CCC)[Li] (butyllithium), C1(=CC=CC=C1)N1C=CC2=CC=CC=C12 (1-phenyl-1H-indole), C(C=O)(=O)OCC (ethyl glyoxylate), C1(=CC=CC=C1)C (toluene). The reactants are N1=C(C=CC=C1)N1CCNCC1 (1-pyridin-2-yl-piperazine), CC(CN1CCN(CC1)C1=NC=CC=C1)NC(=O)C1=C(N=C(O1)C1=CC=C(C=C1)F)CCC (2-(4-fluorophenyl)-4-propyl-oxazole-5-carboxylic acid [1-methyl-2-(4-pyridin-2-yl-piperazin-1-yl)-ethyl]-amide), CC(CN1CCN(CC1)C1=NC=CC=C1)NC(=O)C1=C(N=C(O1)C1=CC=C(C=C1)F)CCC (2-(4-fluorophenyl)-4-propyl-oxazole-5-carboxylic acid [1-methyl-2-(4-pyridin-2-yl-piperazin-1-yl)-ethyl]-amide). Yields the product NC1=CC=CC(=N1)N1CCN(CC1)CC(C)NC(=O)C1=C(N=C(O1)C1=CC=C(C=C1)F)CCC (2-(4-fluorophenyl)-4-propyl-oxazole-5-carboxylic acid {2-[4-(6-aminopyridin-2-yl)-piperazin-1-yl]-1-methyl-ethyl}amide). Reaction SMILES: [N:1]1C=CC=CC=1N1CCNCC1.[CH3:13][CH:14]([NH:28][C:29]([C:31]1[O:35][C:34]([C:36]2[CH:41]=[CH:40][C:39]([F:42])=[CH:38][CH:37]=2)=[N:33][C:32]=1[CH2:43][CH2:44][CH3:45])=[O:30])[CH2:15][N:16]1[CH2:21][CH2:20][N:19]([C:22]2[CH:27]=[CH:26][CH:25]=[CH:24][N:23]=2)[CH2:18][CH2:17]1>>[NH2:1][C:24]1[N:23]=[C:22]([N:19]2[CH2:18][CH2:17][N:16]([CH2:15][CH:14]([NH:28][C:29]([C:31]3[O:35][C:34]([C:36]4[CH:37]=[CH:38][C:39]([F:42])=[CH:40][CH:41]=4)=[N:33][C:32]=3[CH2:43][CH2:44][CH3:45])=[O:30])[CH3:13])[CH2:21][CH2:20]2)[CH:27]=[CH:26][CH:25]=1. Reported procedure: Similarly, following the procedure set forth in Example 1(B-G) substituting 1-pyridin-2-yl-piperazine for (intermediate “Ia”), 2-(4-fluorophenyl)-4-propyl-oxazole-5-carboxylic acid [1-methyl-2-(4-pyridin-2-yl-piperazin-1-yl)-ethyl]-amide (compound 24) was prepared. Procedure: The desired compound was prepared according to the procedure of Example B5, step C, using 7-iodo-5-nitro-3-{[2-(trimethylsilyl)ethoxy]methyl}-1,3-benzoxazol-2(3H)-on and tert-butyl (3-ethynylphenyl)carbamate as the starting materials in quantitative yield. LCMS for C26H31N3O7SiNa (M+Na)+: m/z=548.0. Reaction SMILES: I[C:2]1[C:10]2[O:9][C:8](=[O:11])[N:7]([CH2:12][O:13][CH2:14][CH2:15][Si:16]([CH3:19])([CH3:18])[CH3:17])[C:6]=2[CH:5]=[C:4]([N+:20]([O-:22])=[O:21])[CH:3]=1.[C:23]([C:25]1[CH:26]=[C:27]([NH:31][C:32](=[O:38])[O:33][C:34]([CH3:37])([CH3:36])[CH3:35])[CH:28]=[CH:29][CH:30]=1)#[CH:24]>>[N+:20]([C:4]1[CH:3]=[C:2]([C:24]#[C:23][C:25]2[CH:26]=[C:27]([NH:31][C:32](=[O:38])[O:33][C:34]([CH3:36])([CH3:35])[CH3:37])[CH:28]=[CH:29][CH:30]=2)[C:10]2[O:9][C:8](=[O:11])[N:7]([CH2:12][O:13][CH2:14][CH2:15][Si:16]([CH3:19])([CH3:18])[CH3:17])[C:6]=2[CH:5]=1)([O-:22])=[O:21]. The product is [N+](=O)([O-])C=1C=C(C2=C(N(C(O2)=O)COCC[Si](C)(C)C)C1)C#CC=1C=C(C=CC1)NC(OC(C)(C)C)=O (tert-Butyl {3-[(5-nitro-2-oxo-3-{[2-(trimethylsilyl)ethoxy]methyl}-2,3-dihydro-1,3-benzoxazol-7-yl)ethynyl]phenyl}carbamate). Starting materials: IC1=CC(=CC=2N(C(OC21)=O)COCC[Si](C)(C)C)[N+](=O)[O-] (7-iodo-5-nitro-3-{[2-(trimethylsilyl)ethoxy]methyl}-1,3-benzoxazol-2(3H)-on), C(#C)C=1C=C(C=CC1)NC(OC(C)(C)C)=O (tert-butyl (3-ethynylphenyl)carbamate).